From a dataset of the Open Reaction Database (ORD), a public repository of structured organic reaction records. describe an organic reaction: reactants, conditions, products, and yield Starting materials: CO, O=CCc1ccccc1, [Cl-], ClCCl, N#C[K], [NH4+], O. Product: N#CC(N)Cc1ccccc1. RXN SMILES: [CH3:19][OH:20].[CH:6](=[O:7])[CH2:8][c:9]1[cH:10][cH:11][cH:12][cH:13][cH:14]1.[Cl-:4].[Cl:15][CH2:16][Cl:17].[K:1][C:2]#[N:3].[NH4+:5].[OH2:18]>>[C:2](#[N:3])[CH:6]([NH2:5])[CH2:8][c:9]1[cH:10][cH:11][cH:12][cH:13][cH:14]1. Reactants: CCCc1nc2c(C)cc(-c3nc4ccccc4n3C)cc2n1Cc1ccc(OC(C(=O)OCC)c2ccccc2)cc1, CCO, [Na+], [OH-]. Yields the product CCCc1nc2c(C)cc(-c3nc4ccccc4n3C)cc2n1Cc1ccc(OC(C(=O)O)c2ccccc2)cc1. As a reaction SMILES: [CH2:1]([CH2:2][CH3:3])[c:4]1[n:5][c:6]2[c:7]([n:8]1[CH2:9][c:10]1[cH:11][cH:12][c:13]([O:16][CH:17]([c:18]3[cH:19][cH:20][cH:21][cH:22][cH:23]3)[C:24](=[O:25])[O:26][CH2:27][CH3:28])[cH:14][cH:15]1)[cH:29][c:30](-[c:34]1[n:35][c:36]3[c:37]([n:38]1[CH3:39])[cH:40][cH:41][cH:42][cH:43]3)[cH:31][c:32]2[CH3:33].[CH3:46][CH2:47][OH:48].[Na+:45].[OH-:44]>>[CH2:1]([CH2:2][CH3:3])[c:4]1[n:5][c:6]2[c:7]([n:8]1[CH2:9][c:10]1[cH:11][cH:12][c:13]([O:16][CH:17]([c:18]3[cH:19][cH:20][cH:21][cH:22][cH:23]3)[C:24](=[O:25])[OH:26])[cH:14][cH:15]1)[cH:29][c:30](-[c:34]1[n:35][c:36]3[c:37]([n:38]1[CH3:39])[cH:40][cH:41][cH:42][cH:43]3)[cH:31][c:32]2[CH3:33]. The reactants are N1=CC(=CC=C1)C1=NNC(C1)=O (3-(3-pyridyl)-4,5-dihydro-1H-pyrazol-5-one), [H-].[Na+] (sodium hydride), ClC1=NC=NC2=CC(=C(C=C12)OC)OCCCN1CCOCC1 (4-chloro-6-methoxy-7-(3-morpholinopropoxy)quinazoline). Run in CN(C)C=O (DMF). Yields the product COC=1C=C2C(=NC=NC2=CC1OCCCN1CCOCC1)OC1=NNC(=C1)C=1C=NC=CC1 (6-methoxy-7-(3-morpholinopropoxy)-4-(5-(3-pyridyl)pyrazol-3-yloxy)quinazoline). The yield is 59.5%. RXN SMILES: Cl[C:2]1[C:11]2[C:6](=[CH:7][C:8]([O:14][CH2:15][CH2:16][CH2:17][N:18]3[CH2:23][CH2:22][O:21][CH2:20][CH2:19]3)=[C:9]([O:12][CH3:13])[CH:10]=2)[N:5]=[CH:4][N:3]=1.[N:24]1[CH:29]=[CH:28][CH:27]=[C:26]([C:30]2[CH2:34][C:33](=[O:35])[NH:32][N:31]=2)[CH:25]=1.[H-].[Na+]>CN(C=O)C>[CH3:13][O:12][C:9]1[CH:10]=[C:11]2[C:6](=[CH:7][C:8]=1[O:14][CH2:15][CH2:16][CH2:17][N:18]1[CH2:23][CH2:22][O:21][CH2:20][CH2:19]1)[N:5]=[CH:4][N:3]=[C:2]2[O:35][C:33]1[CH:34]=[C:30]([C:26]2[CH:25]=[N:24][CH:29]=[CH:28][CH:27]=2)[NH:31][N:32]=1 |f:2.3|. Reported procedure: Using an analogous procedure to that described for Example 9, 4-chloro-6-methoxy-7-(3-morpholinopropoxy)quinazoline (134 mg, 0.4 mmol), (prepared as described for the starting material in Example 2), was reacted with 3-(3-pyridyl)-4,5-dihydro-1H-pyrazol-5-one (161 mg, 1 mmol) in the presence of sodium hydride (40 mg, 1 mmol, prewashed with THF) in DMF (3 ml) to give 6-methoxy-7-(3-morpholinopropoxy)-4-(5-(3-pyridyl)pyrazol-3-yloxy)quinazoline (110 mg, 59%). Starting materials: C(\C=C\C)(=O)O (crotonic acid), C=C (ethylene), O.[PH2](=O)[O-].[Na+] (sodium hypophosphite monohydrate). The solvent is OO (hydrogen peroxide), OO (hydrogen peroxide), O (water). Yields the product C(C)P(=O)(C(CC(=O)O)C)O (3-(ethylhydroxyphosphinyl)butyric acid). Isolated yield 58.0%. As a reaction SMILES: [C:1]([OH:6])(=[O:5])/[CH:2]=[CH:3]/[CH3:4].O.[PH2:8]([O-:10])=[O:9].[Na+].[CH2:12]=[CH2:13]>OO.O>[CH2:12]([P:8]([OH:10])([CH:3]([CH3:4])[CH2:2][C:1]([OH:6])=[O:5])=[O:9])[CH3:13] |f:1.2.3|. Procedure details: Using the method of Example 2, 516 g (6 mol) of crotonic acid were first admixed, at from 75 to 90° C. in the presence of 73.4 g of a 7% strength hydrogen peroxide solution, with 636 g (6 mol) of sodium hypophosphite monohydrate dissolved in 860 g of water. The resultant reaction mixture was then reacted with ethylene in the presence of 73.4 g of a 7% strength hydrogen peroxide solution. Appropriate work-up gave 623 g (58% of theory) of 3-(ethylhydroxyphosphinyl)butyric acid as colorless solid; ... Starting materials: ClC(CCOC1=C(C=CC=C1)/C=C/C=1OC2=C(N1)C=CC=C2)C ((E)-2-[2-(3-chlorobutoxyphenyl)ethenyl]benzoxazole), C(CC)NCCC (dipropylamine). The product is free base, C(CC)N(C(CCOC1=C(C=CC=C1)/C=C/C=1OC2=C(N1)C=CC=C2)C)CCC ((E)-2-[2-(3-Dipropylaminobutoxyphenyl)ethenyl]benzoxazole). The yield is 17.0%. RXN SMILES: Cl[CH:2]([CH3:23])[CH2:3][CH2:4][O:5][C:6]1[CH:11]=[CH:10][CH:9]=[CH:8][C:7]=1/[CH:12]=[CH:13]/[C:14]1[O:15][C:16]2[CH:22]=[CH:21][CH:20]=[CH:19][C:17]=2[N:18]=1.[CH2:24]([NH:27][CH2:28][CH2:29][CH3:30])[CH2:25][CH3:26]>>[CH2:24]([N:27]([CH2:28][CH2:29][CH3:30])[CH:2]([CH3:23])[CH2:3][CH2:4][O:5][C:6]1[CH:11]=[CH:10][CH:9]=[CH:8][C:7]=1/[CH:12]=[CH:13]/[C:14]1[O:15][C:16]2[CH:22]=[CH:21][CH:20]=[CH:19][C:17]=2[N:18]=1)[CH2:25][CH3:26]. Procedure: The title compound was prepared as described in Example 1 starting with (B) of this Example (3.0 g, 9.2 mmol) and using dipropylamine in place of dibutylamine to produce 0.61 g (17% yield) of the free base of the title compound which was converted to the HCl salt, mp 152°-153° C. IR(KBr): 1600 cm-1. MS: 393(MH+). 1H NMR (CDCl3): δ 8.24-6.97 (m, 10H), 4.08 (t, J=5.2 Hz, 2H), 3.18 (m, 6H), 1.98 (m, 8H), 0.99 (m, 6H).